describe an organic reaction: reactants, conditions, products, and yield From a dataset of the Open Reaction Database (ORD), a public repository of structured organic reaction records. The reactants are BrC1=CC=C(C=C1)O (4-bromophenol), [Na] (Sodium), Cl (hydrochloric acid), BrC1C(=O)OCC1 (α-bromo-γ-butyrolactone). The solvent is C(C)O (ethanol), C(C)O (ethanol). Product: BrC1=CC=C(OC2C(OCC2)=O)C=C1 (3-(4-bromophenoxy)dihydrofuran-2-one), powder. The yield is 31.0%. As a reaction SMILES: [Na].[Br:2][C:3]1[CH:8]=[CH:7][C:6]([OH:9])=[CH:5][CH:4]=1.Br[CH:11]1[CH2:16][CH2:15][O:14][C:12]1=[O:13].Cl>C(O)C>[Br:2][C:3]1[CH:8]=[CH:7][C:6]([O:9][CH:11]2[CH2:16][CH2:15][O:14][C:12]2=[O:13])=[CH:5][CH:4]=1 |^1:0|. Reported procedure: Sodium (23 g, 1 mol) is added in pieces to a reactor containing ethanol (1 l). The temperature of the reaction medium is stabilised at 70° C. (exothermic) before adding a solution of 4-bromophenol (173 g, 1 mol) in ethanol (150 ml). After cooling to room temperature, α-bromo-γ-butyrolactone (83 ml, 1 mol) is added slowly. The reaction medium is stirred for ten hours and is then treated by adding 1N hydrochloric acid solution (600 ml). The aqueous phase is extracted with ethyl acetate (2×1 l) and... Starting materials: C(C)(C)(C)OC(=O)N[C@@H](CCSC)C(=O)NCC(=O)O (tert.-butyloxycarbonyl-L-methionyl-glycine), ClC1=C(C(=C(C(=C1O)Cl)Cl)Cl)Cl (pentachlorophenol), C1(CCCCC1)N=C=NC1CCCCC1 (dicyclohexyl carbodiimide). Run in CN(C=O)C (dimethyl formamide), CN(C=O)C (dimethyl formamide). Conditions: temperature 0 celsius. Product: ClC1=C(C(=C(C(=C1OC(CNC([C@@H](NC(=O)OC(C)(C)C)CCSC)=O)=O)Cl)Cl)Cl)Cl (tert.-butyloxycarbonyl-L-methionyl-glycine pentachlorophenyl ester). Reaction SMILES: [C:1]([O:5][C:6]([NH:8][C@H:9]([C:14]([NH:16][CH2:17][C:18]([OH:20])=[O:19])=[O:15])[CH2:10][CH2:11][S:12][CH3:13])=[O:7])([CH3:4])([CH3:3])[CH3:2].[Cl:21][C:22]1[C:27](O)=[C:26]([Cl:29])[C:25]([Cl:30])=[C:24]([Cl:31])[C:23]=1[Cl:32].C1(N=C=NC2CCCCC2)CCCCC1>CN(C)C=O>[Cl:21][C:22]1[C:27]([O:19][C:18](=[O:20])[CH2:17][NH:16][C:14](=[O:15])[C@H:9]([CH2:10][CH2:11][S:12][CH3:13])[NH:8][C:6]([O:5][C:1]([CH3:4])([CH3:2])[CH3:3])=[O:7])=[C:26]([Cl:29])[C:25]([Cl:30])=[C:24]([Cl:31])[C:23]=1[Cl:32]. Reported procedure: 1.9 g. (6.2 mmole) of tert.-butyloxycarbonyl-L-methionyl-glycine [M.A. Ondetti, I. Phuscec, E.F. Sabo, J.T. Sheehan, N-Williams; J. Am. Chem. Soc. 92, 195 (1970)] and 1.92 g. (7.2 mmole) of pentachlorophenol are dissolved in 31 ml. of dimethyl formamide. The solution is cooled to 0° C., the solution of 1.41 g. (6.85 mmole) of dicyclohexyl carbodiimide in 6.2 ml. of dimethyl formamide is added dropwise under stirring and the mixture is stirred for a further hour at the same temperature. The mixtu... Yields the product O=c1[nH]c2ccccc2n1CCCN1CCC(O)(c2ccc(Cl)c(C(F)(F)F)c2)CC1. The reactants are CC(=O)CC(C)C, OC1(c2ccc(Cl)c(C(F)(F)F)c2)CCNCC1, O=c1[nH]c2ccccc2n1CCCCl, [I-], [K+], [Na+], [Na+], O=C([O-])[O-], O. RXN SMILES: [CH3:42][CH:43]([CH3:44])[CH2:45][C:46](=[O:47])[CH3:48].[Cl:15][c:16]1[c:17]([C:29]([F:30])([F:31])[F:32])[cH:18][c:19]([C:22]2([OH:28])[CH2:23][CH2:24][NH:25][CH2:26][CH2:27]2)[cH:20][cH:21]1.[Cl:1][CH2:2][CH2:3][CH2:4][n:5]1[c:6](=[O:14])[nH:7][c:8]2[c:9]1[cH:10][cH:11][cH:12][cH:13]2.[I-:40].[K+:39].[Na+:33].[Na+:34].[O-:35][C:36](=[O:37])[O-:38].[OH2:41]>>[CH2:2]([CH2:3][CH2:4][n:5]1[c:6](=[O:14])[nH:7][c:8]2[c:9]1[cH:10][cH:11][cH:12][cH:13]2)[N:25]1[CH2:24][CH2:23][C:22]([c:19]2[cH:18][c:17]([C:29]([F:30])([F:31])[F:32])[c:16]([Cl:15])[cH:21][cH:20]2)([OH:28])[CH2:27][CH2:26]1. Starting materials: CC(C)(C)OC(=O)N1C2CCC(C2)C1C(=O)O, CC(C)(C)OC(=O)N1CCCC1c1ncc(-c2ccc3c(c2)CCc2cc(C(=O)CBr)ccc2-3)[nH]1, CC#N, CCOC(C)=O, CCN(C(C)C)C(C)C. Product: CC(C)(C)OC(=O)N1CCCC1c1ncc(-c2ccc3c(c2)CCc2cc(C(=O)COC(=O)C4C5CCC(C5)N4C(=O)OC(C)(C)C)ccc2-3)[nH]1. Reaction SMILES: [C:1]([CH3:2])([CH3:3])([CH3:4])[O:5][C:6](=[O:7])[N:8]1[CH:9]2[CH2:10][CH2:11][CH:12]([CH:13]1[C:14](=[O:15])[OH:16])[CH2:17]2.[C:27]([CH3:28])([CH3:29])([CH3:30])[O:31][C:32](=[O:33])[N:34]1[CH:35]([c:39]2[nH:40][c:41](-[c:44]3[cH:45][c:46]4[c:55]([cH:56][cH:57]3)-[c:54]3[c:49]([cH:50][c:51]([C:58]([CH2:59][Br:60])=[O:61])[cH:52][cH:53]3)[CH2:48][CH2:47]4)[cH:42][n:43]2)[CH2:36][CH2:37][CH2:38]1.[CH3:62][C:63]#[N:64].[CH3:65][CH2:66][O:67][C:68](=[O:69])[CH3:70].[CH:18]([N:19]([CH2:20][CH3:21])[CH:22]([CH3:23])[CH3:24])([CH3:25])[CH3:26]>>[C:1]([CH3:2])([CH3:3])([CH3:4])[O:5][C:6](=[O:7])[N:8]1[CH:9]2[CH2:10][CH2:11][CH:12]([CH:13]1[C:14](=[O:15])[O:16][CH2:59][C:58]([c:51]1[cH:50][c:49]3[c:54]([cH:53][cH:52]1)-[c:55]1[c:46]([cH:45][c:44](-[c:41]4[nH:40][c:39]([CH:35]5[N:34]([C:32]([O:31][C:27]([CH3:28])([CH3:29])[CH3:30])=[O:33])[CH2:38][CH2:37][CH2:36]5)[n:43][cH:42]4)[cH:57][cH:56]1)[CH2:47][CH2:48]3)=[O:61])[CH2:17]2. Starting materials: CC1=CC(NC(=N1)NC1=CC(=C(C(=C1)OC)OC)OC)=O (6-Methyl-2-(3,4,5-trimethoxyphenylamino)-4(3H)pyrimidinone), P(=O)(Cl)(Cl)Cl (phosphoryl chloride). Yields the product ClC1=NC(=NC(=C1)C)NC1=CC(=C(C(=C1)OC)OC)OC (4-Chloro-6-methyl-N-(3,4,5-trimethoxyphenyl)pyrimidine-2-amine), solid. As a reaction SMILES: [CH3:1][C:2]1[N:7]=[C:6]([NH:8][C:9]2[CH:14]=[C:13]([O:15][CH3:16])[C:12]([O:17][CH3:18])=[C:11]([O:19][CH3:20])[CH:10]=2)[NH:5][C:4](=O)[CH:3]=1.P(Cl)(Cl)([Cl:24])=O>>[Cl:24][C:4]1[CH:3]=[C:2]([CH3:1])[N:7]=[C:6]([NH:8][C:9]2[CH:14]=[C:13]([O:15][CH3:16])[C:12]([O:17][CH3:18])=[C:11]([O:19][CH3:20])[CH:10]=2)[N:5]=1. Procedure: 6-Methyl-2-(3,4,5-trimethoxyphenylamino)-4(3H)pyrimidinone (1.0 g, 3.63 mmol) was dissolved in phosphoryl chloride and heated to 100° for 2 h. The mixture was cooled to room temperature and evaporated in vacuo to a viscous oil. The oil was dissolved in CH2CH2 (50 ml) and washed twice with saturated aqueous NaHCO3, the organic phases dried (MgSO4) and concentrated in vacuo. The residue was subjected to column chromatography (silica, 2% methanol/CH2CH2) to afford the title compound as an off white... Starting materials: O=C1CC[C@@H](N1)C(=O)O ((R)-5-oxopyrrolidine-2-carboxylic acid), CCO (EtOH), S(=O)(Cl)Cl (thionyl chloride). Conditions: time 3 hour. The product is O=C1CC[C@@H](N1)C(=O)OCC ((R)-ethyl 5-oxopyrrolidine-2-carboxylate). RXN SMILES: [O:1]=[C:2]1[NH:6][C@@H:5]([C:7]([OH:9])=[O:8])[CH2:4][CH2:3]1.S(Cl)(Cl)=O.[CH3:14][CH2:15]O>>[O:1]=[C:2]1[NH:6][C@@H:5]([C:7]([O:9][CH2:14][CH3:15])=[O:8])[CH2:4][CH2:3]1. Procedure details: To a solution of (R)-5-oxopyrrolidine-2-carboxylic acid (10 g, 69.84 mmol; available from Aldrich#422614) in EtOH (100 ml) cooled at −5° C., thionyl chloride (10 ml, 139.68 mmol) was added and the resulting mixture was stirred at RT for 3 hrs. Solvents were evaporated in vacuo and the resulting residue was taken up with EtOAc (350 ml), washed with water/TEA (40/12 ml), then with water (40 ml). Collected organics were dried over Na2SO4 and evaporated to afford a residue that was loaded on a SNAP-... The reactants are CS(=O)(=O)OCCOC1=CC(=CC=C1)N1N=C(C=C1NC(N[C@H]1CC[C@H](C2=CC=CC=C12)OC=1C=CC=2N(C1)C(=NN2)N2[C@H](CCCC2)C)=O)C(CO[Si](C2=CC=CC=C2)(C2=CC=CC=C2)C(C)(C)C)(C)C (2-{3-[3-(1-{[tert-Butyl(diphenyl)silyl]oxy}-2-methylpropan-2-yl)-5-({[(1S,4R)-4-({3-[(2S)-2-methylpiperidin-1-yl][1,2,4]triazolo[4,3-a]pyridin-6-yl}oxy)-1,2,3,4-tetrahydronaphthalen-1-yl]carbamoyl}amino)-1H-pyrazol-1-yl]phenoxy}ethyl methanesulfonate), solution, CNC (dimethylamine), C1CCOC1 (THF), C1CCOC1 (THF). Conditions: temperature 60 celsius, time 18 hour. Product: C(=O)O.CN(CCOC=1C=C(C=CC1)N1N=C(C=C1NC(=O)N[C@H]1CC[C@H](C2=CC=CC=C12)OC=1C=CC=2N(C1)C(=NN2)N2[C@H](CCCC2)C)C(CO)(C)C)C (1-[2-[3-(2-Dimethylamino-ethoxy)-phenyl]-5-(2-hydroxy-1,1-dimethyl-ethyl)-2H-pyrazol-3-yl]-3-{(1S,4R)-4-[3-((S)-2-methyl-piperidin-1-yl)-[1,2,4]triazolo[4,3-a]pyridin-6-yloxy]-1,2,3,4-tetrahydro-naphthalen-1-yl}-urea formate salt). Yield: 75.0%. RXN SMILES: CS(OC[CH2:7][O:8][C:9]1[CH:14]=[CH:13][CH:12]=[C:11]([N:15]2[C:19]([NH:20][C:21](=[O:50])[NH:22][C@@H:23]3[C:32]4[C:27](=[CH:28][CH:29]=[CH:30][CH:31]=4)[C@H:26]([O:33][C:34]4[CH:35]=[CH:36][C:37]5[N:38]([C:40]([N:43]6[CH2:48][CH2:47][CH2:46][CH2:45][C@@H:44]6[CH3:49])=[N:41][N:42]=5)[CH:39]=4)[CH2:25][CH2:24]3)=[CH:18][C:17]([C:51]([CH3:72])([CH3:71])[CH2:52][O:53][Si](C(C)(C)C)(C3C=CC=CC=3)C3C=CC=CC=3)=[N:16]2)[CH:10]=1)(=O)=O.[CH3:73][NH:74][CH3:75].[CH2:76]1C[O:79]CC1>>[CH:52]([OH:53])=[O:79].[CH3:73][N:74]([CH3:76])[CH2:75][CH2:7][O:8][C:9]1[CH:10]=[C:11]([N:15]2[C:19]([NH:20][C:21]([NH:22][C@@H:23]3[C:32]4[C:27](=[CH:28][CH:29]=[CH:30][CH:31]=4)[C@H:26]([O:33][C:34]4[CH:35]=[CH:36][C:37]5[N:38]([C:40]([N:43]6[CH2:48][CH2:47][CH2:46][CH2:45][C@@H:44]6[CH3:49])=[N:41][N:42]=5)[CH:39]=4)[CH2:25][CH2:24]3)=[O:50])=[CH:18][C:17]([C:51]([CH3:71])([CH3:72])[CH2:52][OH:53])=[N:16]2)[CH:12]=[CH:13][CH:14]=1 |f:3.4|. Procedure details: A solution of Intermediate 153i (131 mg, 0.13 mmol) in THF (0.8 mL) was treated with a 2M solution of dimethylamine in THF (1.3 mL, 2.6 mmol) and the mixture was stirred at 60° C. for 18 h. The cooled solution was concentrated in vacuo, and the residue was partitioned between DCM and water. The phases were separated and the aqueous layer was extracted with DCM (×2). The combined organic phase was washed with brine, dried (Na2SO4) and concentrated in vacuo to a brown gum. The gum was purified by ... The reactants are CCCCOc1ncc(C(=O)OCC)c(C)n1, CC(C)=O, [Na+], [OH-], O. Yields the product CCCCOc1ncc(C(=O)O)c(C)n1. RXN SMILES: [CH2:5]([CH2:6][CH2:7][CH3:8])[O:9][c:10]1[n:11][cH:12][c:13]([C:17](=[O:18])[O:19][CH2:20][CH3:21])[c:14]([CH3:16])[n:15]1.[CH3:1][C:2](=[O:3])[CH3:4].[Na+:23].[OH-:22].[OH2:24]>>[CH2:5]([CH2:6][CH2:7][CH3:8])[O:9][c:10]1[n:11][cH:12][c:13]([C:17](=[O:18])[OH:19])[c:14]([CH3:16])[n:15]1.